From a dataset of the Open Reaction Database (ORD), a public repository of structured organic reaction records. describe an organic reaction: reactants, conditions, products, and yield As a reaction SMILES: O[C@@H]1CCN(C(C2C=CC(OC(F)(F)F)=CC=2)=O)[C@H]1C(N[O:23][CH2:24][C:25]1[CH:30]=[CH:29][CH:28]=[CH:27][CH:26]=1)=O.NCCNCC(NC([C:44]1[CH:49]=[CH:48][C:47]([C:50]2C=CC(CC)=C[CH:51]=2)=[CH:46][CH:45]=1)=O)C(=O)NO.C1C[O:61]CC1>O.CCCCCC.Cl[Pd](Cl)([P](C1C=CC=CC=1)(C1C=CC=CC=1)C1C=CC=CC=1)[P](C1C=CC=CC=1)(C1C=CC=CC=1)C1C=CC=CC=1.[Cu]I>[C:47]1([C:50]#[C:51][C:28]2[CH:27]=[CH:26][C:25]([C:24]([OH:23])=[O:61])=[CH:30][CH:29]=2)[CH:48]=[CH:49][CH:44]=[CH:45][CH:46]=1 |^1:72,91|. The reactants are O[C@H]1[C@@H](N(CC1)C(=O)C1=CC=C(C=C1)OC(F)(F)F)C(=O)NOCC1=CC=CC=C1 (((2R,3R)-3-hydroxy-1-{[4-(trifluoromethoxy)phenyl]carbonyl}pyrrolidin-2-yl)-N-(phenylmethoxy)carboxamide), NCCNCC(C(NO)=O)NC(=O)C1=CC=C(C=C1)C1=CC=C(C=C1)CC (4′-Ethyl-biphenyl-4-carboxylic acid [2-(2-amino-ethylamino)-1-hydroxycarbamoyl-ethyl]-amide), C1CCOC1 (THF). Solvent: O (water), CCCCCC (hexane). The reagents and catalysts are Cl[Pd]([P](C1=CC=CC=C1)(C2=CC=CC=C2)C3=CC=CC=C3)([P](C4=CC=CC=C4)(C5=CC=CC=C5)C6=CC=CC=C6)Cl (PdCl2(PPh3)2), [Cu]I (CuI). Reaction conditions: temperature 10 celsius, time 2.5 hour. Product: C1(=CC=CC=C1)C#CC1=CC=C(C(=O)O)C=C1 (4-Phenylethynyl-benzoic acid). Reported procedure: The 4-iodo-benzoic acid methyl ester 1 (20.0 g, 76.34 mmol), ethynyl-benzene 2 (8.56 g, 83.96 mmol), PdCl2(PPh3)2 (0.65 g, 0.92 mmol), and CuI (0.35 g, 1.83 mmol) were mixed with THF (110 ml) in a round bottom under argon. The dry THF was sparged with dry, oxygen-free argon for at least 5 min. immediately before use. The reaction was cooled to 10° C. and TEA (16 ml) was added. The cooling bath was removed and the reaction was stirred at RT under argon. After 2.5 h, the reaction was diluted with ... Reactants: C1(=CC=CC=C1)P(C1=CC=CC=C1)C1=CC=CC=C1 (triphenylphosphine), OCCCN1[C@@H](CCC1)C(=O)N ((S)-1-(3-hydroxypropyl)pyrrolidine-2-carboxamide), OCCCN1[C@@H](CCC1)C(=O)N ((S)-(3-hydroxypropyl)-pyrrolidine-2-carboxamide), N(=NC(=O)OCC)C(=O)OCC (Diethyl azodicarboxylate), ClC1=CC(=C(NC2=CC=NC3=CC(=C(C=C23)OC)O)C=C1)F (4-(4-chloro-2-fluoroanilino)-7-hydroxy-6-methoxyquinoline), N(=NC(=O)OCC)C(=O)OCC (diethyl azodicarboxylate), C1(=CC=CC=C1)P(C1=CC=CC=C1)C1=CC=CC=C1 (triphenylphosphine). Run in C(Cl)Cl (methylene chloride). Reaction conditions: time 2 hour. Yields the product Cl.C(N)(=O)[C@H]1N(CCC1)CCCOC1=C(C=C2C(=NC=NC2=C1)NC1=C(C=C(C=C1)Cl)F)OC ((S)-7-(3-(2-carbamoylpyrrolidin-1-yl)propoxy)4-(4-chloro-2-fluoroanilino)-6-methoxyquinazoline hydrochloride). Isolated yield 68.6%. Reaction SMILES: [N:1](C(OCC)=O)=NC(OCC)=O.[Cl:13][C:14]1[CH:33]=[CH:32][C:17]([NH:18][C:19]2[C:28]3[C:23](=[CH:24][C:25]([OH:31])=[C:26]([O:29][CH3:30])[CH:27]=3)[N:22]=[CH:21]C=2)=[C:16]([F:34])[CH:15]=1.C1(P(C2C=CC=CC=2)C2C=CC=CC=2)C=CC=CC=1.O[CH2:55][CH2:56][CH2:57][N:58]1[CH2:62][CH2:61][CH2:60][C@H:59]1[C:63]([NH2:65])=[O:64]>C(Cl)Cl>[ClH:13].[C:63]([C@@H:59]1[CH2:60][CH2:61][CH2:62][N:58]1[CH2:57][CH2:56][CH2:55][O:31][C:25]1[CH:24]=[C:23]2[C:28]([C:19]([NH:18][C:17]3[CH:32]=[CH:33][C:14]([Cl:13])=[CH:15][C:16]=3[F:34])=[N:1][CH:21]=[N:22]2)=[CH:27][C:26]=1[O:29][CH3:30])(=[O:64])[NH2:65] |f:5.6|. Procedure details: Diethyl azodicarboxylate (209 mg, 1.2 mmol) was added dropwise to a mixture of 4-(4-chloro-2-fluoroanilino)-7-hydroxy-6-methoxyquinoline (128 mg, 0.4 mmol), (prepared as described for the starting material in Example 2), triphenylphosphine (314 mg, 1.2 mmol) and (S)-(3-hydroxypropyl)-pyrrolidine-2-carboxamide (97 mg, 0.56 mmol), (prepared as described for the starting material in Example 50), in methylene chloride (4 ml). The mixture was stirred for 2 hours at ambient temperature, and further tr... Starting materials: 12-l, [OH-].[K+] (potassium hydroxide), P(=O)(Cl)(Cl)Cl (phosphorus oxychloride), CC1=CC=C2C=CNC2=C1 (6-methylindole), CN(C=O)C (dimethylformamide), CN(C=O)C (N,N-dimethylformamide). The solvent is O (water). Run at time 1 hour. Yields the product CC1=CC=C2C(=CNC2=C1)C=O (6-Methyl-indole-3-carboxaldehyde). The yield is 98.0%. As a reaction SMILES: P(Cl)(Cl)(Cl)=O.[CH3:6][C:7]1[CH:15]=[C:14]2[C:10]([CH:11]=[CH:12][NH:13]2)=[CH:9][CH:8]=1.[OH-].[K+].CN(C)[CH:20]=[O:21]>O>[CH3:6][C:7]1[CH:15]=[C:14]2[C:10]([C:11]([CH:20]=[O:21])=[CH:12][NH:13]2)=[CH:9][CH:8]=1 |f:2.3|. Procedure details: A 12-l. three-necked flask, equipped with a mechanical stirrer, a thermometer and a dropping funnel provided with a Drierite drying tube was charged with 610 ml (7.9 moles) of N,N-dimethylformamide. The flask was immersed in an ice bath and 217 g (1.42 moles) of phosphorus oxychloride was added at 5°-10° with stirring over 1 hour. The dropping funnel was rinsed with 20 ml of dimethylformamide and the light pink orange oil was stirred for further 10 minutes in the ice bath. Then a solution of 156... Starting materials: BrC1=CC=C(C=C1)NC1=NC(=NC(=N1)Cl)C1=C(C=CC(=C1)Cl)C ((4-Bromo-phenyl)-[4-chloro-6-(5-chloro-2-methyl-phenyl)-[1,3,5]triazin-2-yl]-amine), C(C)[Mg]Br (ethyl magnesium bromide). The solvent is O1CCCC1 (tetrahydrofuran). Product: ClC=1C=CC(=C(C1)C1=NC(=NC(=N1)CC)N)C (4-(5-chloro-2-methyl-phenyl)-6-ethyl-[1,3,5]triazin-2-yl-amine). The yield is 36.1%. Reaction SMILES: BrC1C=CC([NH:8][C:9]2[N:14]=[C:13](Cl)[N:12]=[C:11]([C:16]3[CH:21]=[C:20]([Cl:22])[CH:19]=[CH:18][C:17]=3[CH3:23])[N:10]=2)=CC=1.[CH2:24]([Mg]Br)[CH3:25]>O1CCCC1>[Cl:22][C:20]1[CH:19]=[CH:18][C:17]([CH3:23])=[C:16]([C:11]2[N:12]=[C:13]([CH2:24][CH3:25])[N:14]=[C:9]([NH2:8])[N:10]=2)[CH:21]=1. Procedure details: The reaction of the title compound of Example 20 (200 mg, 0.49 mmol) with ethyl magnesium bromide (1 M in diethyl ether, 7.5 ml, 7.5 mmol) in tetrahydrofuran (2 ml) using the method described in Example 22 provided the title compound (44 mg, 22% yield). 1H NMR (CDCl3) 7.80 (m, 1H), 7.48 (d, J=8.8 Hz, 2H), 7.38 (d, J=8.8 Hz, 2H), 7.09-7.12 (m, 2H), 2.79 (q, J=7.4 Hz, 4H), 1.13 (t, J=7.0 Hz, 3H). Reactants: C1CCOC1, O=C(O)C1CCc2cc(I)ccc2O1, [Na+], O=C([O-])O, O. The product is OCC1CCc2cc(I)ccc2O1. RXN SMILES: [CH2:21]1[O:22][CH2:23][CH2:24][CH2:25]1.[I:1][c:2]1[cH:3][c:4]2[c:9]([cH:10][cH:11]1)[O:8][CH:7]([C:12](=[O:13])[OH:14])[CH2:6][CH2:5]2.[Na+:20].[O-:16][C:17]([OH:18])=[O:19].[OH2:15]>>[I:1][c:2]1[cH:3][c:4]2[c:9]([cH:10][cH:11]1)[O:8][CH:7]([CH2:12][OH:13])[CH2:6][CH2:5]2. The reactants are CCCc1cc(N2CCN(CCCCl)CC2)nc(C(C)(C)C)n1, Cn1c(S)nnc1C(F)(F)F, Cl. As a reaction SMILES: [C:1]([CH3:2])([CH3:3])([CH3:4])[c:5]1[n:6][c:7]([CH2:21][CH2:22][CH3:23])[cH:8][c:9]([N:11]2[CH2:12][CH2:13][N:14]([CH2:17][CH2:18][CH2:19][Cl:20])[CH2:15][CH2:16]2)[n:10]1.[CH3:24][n:25]1[c:26]([SH:34])[n:27][n:28][c:29]1[C:30]([F:31])([F:32])[F:33].[ClH:35]>>[C:1]([CH3:2])([CH3:3])([CH3:4])[c:5]1[n:6][c:7]([CH2:21][CH2:22][CH3:23])[cH:8][c:9]([N:11]2[CH2:12][CH2:13][N:14]([CH2:17][CH2:18][CH2:19][S:34][c:26]3[n:25]([CH3:24])[c:29]([C:30]([F:31])([F:32])[F:33])[n:28][n:27]3)[CH2:15][CH2:16]2)[n:10]1.[ClH:20]. Product: CCCc1cc(N2CCN(CCCSc3nnc(C(F)(F)F)n3C)CC2)nc(C(C)(C)C)n1, Cl. Starting materials: NC1=NC(=CC(=N1)N1CCC2(C[C@H](N(C2)C(=O)OCC2=CC=CC=C2)C(=O)OCC)CC1)O[C@@H](C(F)(F)F)C1=C(C=C(C=C1)C=1CCNCC1)N1N=C(C=C1)C ((S)-2-benzyl 3-ethyl 8-(2-amino-6-((R)-2,2,2-trifluoro-1-(2-(3-methyl-1H-pyrazol-1-yl)-4-(1,2,3,6-tetrahydropyridin-4-yl)phenyl)ethoxy)pyrimidin-4-yl)-2,8-diazaspiro[4.5]decane-2,3-dicarboxylate), [Li+].[OH-] (LiOH). Product: NC1=NC(=CC(=N1)N1CCC2(C[C@H](NC2)C(=O)O)CC1)O[C@@H](C(F)(F)F)C1=C(C=C(C=C1)C1CCNCC1)N1N=C(C=C1)C ((S)-8-(2-amino-6-((R)-2,2,2-trifluoro-1-(2-(3-methyl-1H-pyrazol-1-yl)-4-(piperidin-4-yl)phenyl)ethoxy)pyrimidin-4-yl)-2,8-diazaspiro[4.5]decane-3-carboxylic acid). Reaction SMILES: [NH2:1][C:2]1[N:7]=[C:6]([N:8]2[CH2:32][CH2:31][C:11]3([CH2:15][N:14](C(OCC4C=CC=CC=4)=O)[C@H:13]([C:26]([O:28]CC)=[O:27])[CH2:12]3)[CH2:10][CH2:9]2)[CH:5]=[C:4]([O:33][C@H:34]([C:39]2[CH:44]=[CH:43][C:42]([C:45]3[CH2:46][CH2:47][NH:48][CH2:49][CH:50]=3)=[CH:41][C:40]=2[N:51]2[CH:55]=[CH:54][C:53]([CH3:56])=[N:52]2)[C:35]([F:38])([F:37])[F:36])[N:3]=1.[Li+].[OH-]>>[NH2:1][C:2]1[N:7]=[C:6]([N:8]2[CH2:32][CH2:31][C:11]3([CH2:15][NH:14][C@H:13]([C:26]([OH:28])=[O:27])[CH2:12]3)[CH2:10][CH2:9]2)[CH:5]=[C:4]([O:33][C@H:34]([C:39]2[CH:44]=[CH:43][C:42]([CH:45]3[CH2:46][CH2:47][NH:48][CH2:49][CH2:50]3)=[CH:41][C:40]=2[N:51]2[CH:55]=[CH:54][C:53]([CH3:56])=[N:52]2)[C:35]([F:36])([F:38])[F:37])[N:3]=1 |f:1.2|. Procedure details: Hydrolysis of (S)-2-benzyl 3-ethyl 8-(2-amino-6-((R)-2,2,2-trifluoro-1-(2-(3-methyl-1H-pyrazol-1-yl)-4-(1,2,3,6-tetrahydropyridin-4-yl)phenyl)ethoxy)pyrimidin-4-yl)-2,8-diazaspiro[4.5]decane-2,3-dicarboxylate using the LiOH general method provided the title compound as an off-white solid.